Dataset: the Open Reaction Database (ORD), a public repository of structured organic reaction records. Task: describe an organic reaction: reactants, conditions, products, and yield Yields the product CC(C)S(=O)(=O)Nc1cnccc1-c1ccc(-c2cc(F)c(O)c(F)c2)cc1. RXN SMILES: [CH2:38]1[O:39][CH2:40][CH2:41][CH2:42]1.[CH3:43][CH2:44][OH:45].[ClH:37].[F:1][c:2]1[cH:3][c:4](-[c:16]2[cH:17][cH:18][c:19](-[c:22]3[c:23]([NH:28][S:29](=[O:30])(=[O:31])[CH:32]([CH3:33])[CH3:34])[cH:24][n:25][cH:26][cH:27]3)[cH:20][cH:21]2)[cH:5][c:6]([F:15])[c:7]1[O:8][C:9](=[O:10])[C:11]([CH3:12])([CH3:13])[CH3:14].[Na+:36].[OH-:35]>>[F:1][c:2]1[cH:3][c:4](-[c:16]2[cH:17][cH:18][c:19](-[c:22]3[c:23]([NH:28][S:29](=[O:30])(=[O:31])[CH:32]([CH3:33])[CH3:34])[cH:24][n:25][cH:26][cH:27]3)[cH:20][cH:21]2)[cH:5][c:6]([F:15])[c:7]1[OH:8]. Reactants: C1CCOC1, CCO, Cl, CC(C)S(=O)(=O)Nc1cnccc1-c1ccc(-c2cc(F)c(OC(=O)C(C)(C)C)c(F)c2)cc1, [Na+], [OH-].